From a dataset of the Open Reaction Database (ORD), a public repository of structured organic reaction records. describe an organic reaction: reactants, conditions, products, and yield Reactants: C(C=C)C1C(CC(C(C(OC(C2CCCCN2C(C(C2(C(CC(C(C(CC(CC(=C1)C)C)OC)O2)OC)C)O)=O)=O)=O)C(=CC2CC(C(CC2)O)OC)C)C)O)=O (17-allyl-1,14-dihydroxy-12-[2'-(4"-hydroxy-3"-methoxycyclohexyl)-1'-methylvinyl]-23,25-dimethoxy-13,19,21,27-tetramethyl-11,28-dioxa-4-azatricyclo[22.3.1.04,9 ]octacos-18-ene-2,3,10,16-tetraone), C1(=CC=C(C=C1)S(=O)(=O)O)C (p-toluenesulfonic acid). Solvent: C1=CC=CC=C1 (benzene). Yields the product C(C=C)C1C(C=CC(C(OC(C2CCCCN2C(C(C2(C(CC(C(C(CC(CC(=C1)C)C)OC)O2)OC)C)O)=O)=O)=O)C(=CC2CC(C(CC2)O)OC)C)C)=O (17-allyl-1-hydroxy-12-[2'-(4"-hydroxy-3"-methoxycyclohexyl)-1'-methylvinyl]-23,25-dimethoxy-13,19,21,27-tetramethyl-11,28-dioxa-4-azatricyclo[22.3.1.04,9 ]octacos-14,18-diene-2,3,10,16-tetraone). The yield is 92.1%. RXN SMILES: [CH2:1]([CH:4]1[CH:30]=[C:29]([CH3:31])[CH2:28][CH:27]([CH3:32])[CH2:26][CH:25]([O:33][CH3:34])[CH:24]2[O:35][C:20]([OH:39])([CH:21]([CH3:38])[CH2:22][CH:23]2[O:36][CH3:37])[C:19](=[O:40])[C:18](=[O:41])[N:17]2[CH:12]([CH2:13][CH2:14][CH2:15][CH2:16]2)[C:11](=[O:42])[O:10][CH:9]([C:43]([CH3:54])=[CH:44][CH:45]2[CH2:50][CH2:49][CH:48]([OH:51])[CH:47]([O:52][CH3:53])[CH2:46]2)[CH:8]([CH3:55])[CH:7](O)[CH2:6][C:5]1=[O:57])[CH:2]=[CH2:3].C1(C)C=CC(S(O)(=O)=O)=CC=1>C1C=CC=CC=1>[CH2:1]([CH:4]1[CH:30]=[C:29]([CH3:31])[CH2:28][CH:27]([CH3:32])[CH2:26][CH:25]([O:33][CH3:34])[CH:24]2[O:35][C:20]([OH:39])([CH:21]([CH3:38])[CH2:22][CH:23]2[O:36][CH3:37])[C:19](=[O:40])[C:18](=[O:41])[N:17]2[CH:12]([CH2:13][CH2:14][CH2:15][CH2:16]2)[C:11](=[O:42])[O:10][CH:9]([C:43]([CH3:54])=[CH:44][CH:45]2[CH2:50][CH2:49][CH:48]([OH:51])[CH:47]([O:52][CH3:53])[CH2:46]2)[CH:8]([CH3:55])[CH:7]=[CH:6][C:5]1=[O:57])[CH:2]=[CH2:3]. Reported procedure: A solution of 17-allyl-1,14-dihydroxy-12-[2'-(4"-hydroxy-3"-methoxycyclohexyl)-1'-methylvinyl]-23,25-dimethoxy-13,19,21,27-tetramethyl-11,28-dioxa-4-azatricyclo[22.3.1.04,9 ]octacos-18-ene-2,3,10,16-tetraone (800 mg) and a catalytic amount of p-toluenesulfonic acid in 40 ml of dry benzene was refluxed for 1.5 h under nitrogen atmosphere. The solvent was removed under reduced pressure and the dark brown residue was purified by column chromatography on silica gel (eluted with ether) to give 720 mg... The reactants are N[C@@H](CC1=CC=C(C=C1)O)C(=O)O (Tyr), Amino acid, N[C@@H](CC(C)C)C(=O)O (Leu), N[C@@H](CCCCN)C(=O)O (Lys), N[C@@H](CC(O)=O)C(=O)O (Asp), NCC(=O)O (Gly), N[C@@H](CC1=CC=CC=C1)C(=O)O (Phe). Yields the product N([C@@H](CC1=CC=CC=C1)C(=O)O)C(=O)OC(C)(C)C (Boc-Phe-OH). As a reaction SMILES: N[C@H]([C:7]([OH:9])=[O:8])CC(=O)O.NCC(O)=O.N[C@H](C(O)=O)[CH2:17][CH:18]([CH3:20])[CH3:19].[NH2:24][C@H:25]([C:34]([OH:36])=[O:35])[CH2:26][C:27]1[CH:32]=[CH:31][C:30](O)=[CH:29][CH:28]=1.N[C@H](C(O)=O)CC1C=CC=CC=1.N[C@H](C(O)=O)CCCCN>>[NH:24]([C:7]([O:9][C:18]([CH3:20])([CH3:19])[CH3:17])=[O:8])[C@H:25]([C:34]([OH:36])=[O:35])[CH2:26][C:27]1[CH:32]=[CH:31][CH:30]=[CH:29][CH:28]=1. Procedure: Yield: 213 mg Rf value: 0.50 (n-butanol:pyridine:acetic acid: water=5:5:1:4) Amino acid analysis: Asp 1.98; Gly 1.00; Leu 0.99; Tyr 0.97; Phe 1.00; Lys 0.98; Pro 2.10 Reactants: C(C)(C)(C)OC(NC1=NN(C(C=2C1=CSC2N)=O)C2=CC=C(C=C2)OC)=O ([5-amino-3-(4-methoxy-phenyl)-4-oxo-3,4-dihydro-thieno[3,4-d]pyridazin-1-yl]carbamic acid tert-butyl ester), FC(C(=O)O)(F)F (trifluoroacetic acid). Solvent: ClCCl (dichloromethane). Conditions: time 1 hour. Product: NC=1C=2C(C(N(N1)C1=CC=C(C=C1)OC)=O)=C(SC2)N (4,7-Diamino-2-(4-methoxy-phenyl)-2H-thieno[3,4-d]pyridazin-1-one). The yield is 19.3%. As a reaction SMILES: C(OC(=O)[NH:7][C:8]1[C:13]2=[CH:14][S:15][C:16]([NH2:17])=[C:12]2[C:11](=[O:18])[N:10]([C:19]2[CH:24]=[CH:23][C:22]([O:25][CH3:26])=[CH:21][CH:20]=2)[N:9]=1)(C)(C)C.FC(F)(F)C(O)=O>ClCCl>[NH2:7][C:8]1[C:13]2[C:12](=[C:16]([NH2:17])[S:15][CH:14]=2)[C:11](=[O:18])[N:10]([C:19]2[CH:24]=[CH:23][C:22]([O:25][CH3:26])=[CH:21][CH:20]=2)[N:9]=1. Procedure: To a solution of [5-amino-3-(4-methoxy-phenyl)-4-oxo-3,4-dihydro-thieno[3,4-d]pyridazin-1-yl]carbamic acid tert-butyl ester (140 mg, 0.36 mmol, prepared as described in example 33) in dichloromethane (20 ml) was added trifluoroacetic acid (5 ml) and the reaction mixture was stirred at room temperature for 1 h. The volatiles were evaporated in vacuo and the residue was dissolved in ethanol and evaporated in vacuo. The semi solid residue was treated with diethyl ether (25 ml) for 16 h, the precipi... The reactants are C1(CC1)[C@H]1NCCNC1 ((R)-2-cyclopropyl-piperazine), BrC1=CC=C(C=C1)C(C(F)(F)F)(C(F)(F)F)O (2-(4-bromophenyl)-1,1,1,3,3,3-hexafluoro-2-propanol), C1(CCCCC1)P(C1=C(C=CC=C1)C1=C(C=CC=C1OC(C)C)OC(C)C)C1CCCCC1 (dicyclohexyl(2′,6′-diisopropoxybiphenyl-2-yl)phosphine), CC(C)([O-])C.[Na+] (sodium tert-butoxide). The reagents and catalysts are C=1C=CC(=CC1)/C=C/C(=O)/C=C/C2=CC=CC=C2.C=1C=CC(=CC1)/C=C/C(=O)/C=C/C2=CC=CC=C2.C=1C=CC(=CC1)/C=C/C(=O)/C=C/C2=CC=CC=C2.[Pd].[Pd] (tris(dibenzylideneacetone)dipalladium). Solvent: O (water), C1(=CC=CC=C1)C (toluene). Reaction conditions: temperature 90 celsius. Product: C1(CC1)[C@@H]1CN(CCN1)C1=CC=C(C=C1)C(C(F)(F)F)(C(F)(F)F)O ((R)-2-(4-(3-cyclopropylpiperazin-1-yl)phenyl)-1,1,1,3,3,3-hexafluoro-2-propanol). RXN SMILES: CC(C)([O-])C.[Na+].[CH:7]1([C@@H:10]2[CH2:15][NH:14][CH2:13][CH2:12][NH:11]2)[CH2:9][CH2:8]1.Br[C:17]1[CH:22]=[CH:21][C:20]([C:23]([OH:32])([C:28]([F:31])([F:30])[F:29])[C:24]([F:27])([F:26])[F:25])=[CH:19][CH:18]=1.C1(P(C2CCCCC2)C2C=CC=CC=2C2C(OC(C)C)=CC=CC=2OC(C)C)CCCCC1>O.C1C=CC(/C=C/C(/C=C/C2C=CC=CC=2)=O)=CC=1.C1C=CC(/C=C/C(/C=C/C2C=CC=CC=2)=O)=CC=1.C1C=CC(/C=C/C(/C=C/C2C=CC=CC=2)=O)=CC=1.[Pd].[Pd].C1(C)C=CC=CC=1>[CH:7]1([C@H:10]2[NH:11][CH2:12][CH2:13][N:14]([C:17]3[CH:22]=[CH:21][C:20]([C:23]([OH:32])([C:28]([F:29])([F:31])[F:30])[C:24]([F:27])([F:25])[F:26])=[CH:19][CH:18]=3)[CH2:15]2)[CH2:9][CH2:8]1 |f:0.1,6.7.8.9.10|. Procedure: A 20 mL vial was charged with toluene (1.2 mL), sodium tert-butoxide (69.2 mg, 720 μmol) were added to (R)-2-cyclopropyl-piperazine (59.7 mg, 300 μmol, Anichem, North Brunswick, N.J.), 2-(4-bromophenyl)-1,1,1,3,3,3-hexafluoro-2-propanol (97 mg, 300 μmol, Bioorg. Med. Chem. Lett. 2002, 12, 3009), dicyclohexyl(2′,6′-diisopropoxybiphenyl-2-yl)phosphine (RuPhos), (21.0 mg, 45.0 μmol, Strem Chemical Inc, Newburyport, Mass.) and tris(dibenzylideneacetone)dipalladium (0) (13.7 mg, 15.00 μmol, Strem Che... The reactants are [N+](=O)([O-])C1=C(C=CC(=C1)C)C1=CC=C(C=C1)C(CCC(=O)O)=O (4-(2'-nitro-4'-methyl-4-biphenylyl)-4-oxo-butyric acid), C1(CCCCC1)N (cyclohexylamine). The solvent is C(C)(C)O (isopropanol). Yields the product [N+](=O)([O-])C1=C(C=CC(=C1)C)C1=CC=C(C=C1)C(CCC(=O)O)O (4-(2'-Nitro-4'-methyl-4-biphenylyl)-4-hydroxy-butyric acid). Isolated yield 68.0%. RXN SMILES: [N+:1]([C:4]1[CH:9]=[C:8]([CH3:10])[CH:7]=[CH:6][C:5]=1[C:11]1[CH:16]=[CH:15][C:14]([C:17](=[O:23])[CH2:18][CH2:19][C:20]([OH:22])=[O:21])=[CH:13][CH:12]=1)([O-:3])=[O:2].C1(N)CCCCC1>C(O)(C)C>[N+:1]([C:4]1[CH:9]=[C:8]([CH3:10])[CH:7]=[CH:6][C:5]=1[C:11]1[CH:16]=[CH:15][C:14]([CH:17]([OH:23])[CH2:18][CH2:19][C:20]([OH:22])=[O:21])=[CH:13][CH:12]=1)([O-:3])=[O:2]. Reported procedure: Prepared analogous to Example 25 from 4-(2'-nitro-4'-methyl-4-biphenylyl)-4-oxo-butyric acid. Yield: 68% of theory. Melting point of the cyclohexylamine salt: 156°-157° C. (from isopropanol).